From a dataset of the Open Reaction Database (ORD), a public repository of structured organic reaction records. describe an organic reaction: reactants, conditions, products, and yield As a reaction SMILES: [ClH:1].[NH2:2][C:3]([NH2:5])=[NH:4].C[O-].[Na+].[OH:9][CH2:10][C:11]1[CH:12]=[C:13]([CH:18]=[C:19]([N:21]2[CH:25]=[CH:24][CH:23]=[CH:22]2)[CH:20]=1)[C:14](OC)=[O:15].O>CN(C)C=O.CO>[ClH:1].[OH:9][CH2:10][C:11]1[CH:12]=[C:13]([CH:18]=[C:19]([N:21]2[CH:22]=[CH:23][CH:24]=[CH:25]2)[CH:20]=1)[C:14]([N:4]=[C:3]([NH2:5])[NH2:2])=[O:15] |f:0.1,2.3,8.9|. Reaction conditions: time 30 minute. Product: Cl.OCC=1C=C(C(=O)N=C(N)N)C=C(C1)N1C=CC=C1 (2-[3-hydroxymethyl-5-(pyrrol-1-yl)benzoyl]guanidine hydrochloride). The solvent is CN(C=O)C (N,N-dimethylformamide), CN(C=O)C (N,N-dimethylformamide), CO (methanol). Reported procedure: To a solution of guanidine hydrochloride (62.1 g) in N,N-dimethylformamide (150 ml) was added 28% sodium methoxide in methanol (106 ml) under nitrogen. After being stirred for 30 minutes at room temperature, to the reaction mixture was added a solution of methyl 3-hydroxymethyl-5-(pyrrol-1-yl)benzoate (30.0 g) in N,N-dimethylformamide (150 ml). After being stirred for 21 hours at room temperature, the reaction mixture was poured into water (1.5 l) with stirring. The resulting precipitate was col... Yield: 19.1%. The reactants are OCC=1C=C(C(=O)OC)C=C(C1)N1C=CC=C1 (methyl 3-hydroxymethyl-5-(pyrrol-1-yl)benzoate), Cl.NC(=N)N (guanidine hydrochloride), C[O-].[Na+] (sodium methoxide), O (water). Reactants: Br, COc1ccc(Cl)cc1CC(=O)O, O. The product is O=C(O)Cc1cc(Cl)ccc1O. Reaction SMILES: [BrH:14].[Cl:1][c:2]1[cH:3][cH:4][c:5]([O:12][CH3:13])[c:6]([CH2:8][C:9](=[O:10])[OH:11])[cH:7]1.[OH2:15]>>[Cl:1][c:2]1[cH:3][cH:4][c:5]([OH:12])[c:6]([CH2:8][C:9](=[O:10])[OH:11])[cH:7]1. The reactants are B, COC(=O)c1cc(Cl)cc(C(=O)O)c1, [Cl-], [NH4+], C1CCOC1, C1CCOC1. Yields the product COC(=O)c1cc(Cl)cc(CO)c1. As a reaction SMILES: [BH3:20].[CH3:1][O:2][C:3]([c:4]1[cH:5][c:6]([C:7](=[O:8])[OH:9])[cH:10][c:11]([Cl:13])[cH:12]1)=[O:14].[Cl-:21].[NH4+:22].[O:15]1[CH2:16][CH2:17][CH2:18][CH2:19]1.[O:23]1[CH2:24][CH2:25][CH2:26][CH2:27]1>>[CH3:1][O:2][C:3]([c:4]1[cH:5][c:6]([CH2:7][OH:8])[cH:10][c:11]([Cl:13])[cH:12]1)=[O:14]. Reactants: C(C)OC(=O)N1CCN(CC1)C(C1=CC(=CC(=C1)O)OC1=CC=C(C=C1)C#N)=O (4-[3-(4-cyano phenoxy)-5-hydroxy benzoyl]piperazine-1-carboxylic acid ethyl ester), Psi hydrogen. The reagents and catalysts are [Ni] (Raney nickel). Run in N (ammonia). Yields the product C(C)OC(=O)N1CCN(CC1)C(C1=CC(=CC(=C1)O)OC1=CC=C(C=C1)CN)=O (4-[3-(4-Aminomethyl phenoxy)-5-hydroxy benzoyl]piperazine-1-carboxylic Acid Ethyl Ester). Yield: 79.5%. RXN SMILES: [CH2:1]([O:3][C:4]([N:6]1[CH2:11][CH2:10][N:9]([C:12](=[O:29])[C:13]2[CH:18]=[C:17]([OH:19])[CH:16]=[C:15]([O:20][C:21]3[CH:26]=[CH:25][C:24]([C:27]#[N:28])=[CH:23][CH:22]=3)[CH:14]=2)[CH2:8][CH2:7]1)=[O:5])[CH3:2]>[Ni].N>[CH2:1]([O:3][C:4]([N:6]1[CH2:11][CH2:10][N:9]([C:12](=[O:29])[C:13]2[CH:18]=[C:17]([OH:19])[CH:16]=[C:15]([O:20][C:21]3[CH:26]=[CH:25][C:24]([CH2:27][NH2:28])=[CH:23][CH:22]=3)[CH:14]=2)[CH2:8][CH2:7]1)=[O:5])[CH3:2]. Procedure: Raney nickel (0.1 g, 1.7 mmols) was added to a stirred solution of 4-[3-(4-cyano phenoxy)-5-hydroxy benzoyl]piperazine-1-carboxylic acid ethyl ester (0.5 g, 1.26 mmols) dissolved in methanolic ammonia (50 ml) and the reaction mixture was heated to 50° C. in Paar apparatus under 50 Psi hydrogen gas pressure for 3 h. The reaction mixture was cooled and filtered through celite pad. The filtrate was concentrated to afford 0.4 g of the required product which was used for the next step without further...